This data is from the Open Reaction Database (ORD), a public repository of structured organic reaction records. The task is: describe an organic reaction: reactants, conditions, products, and yield Reactants: NCCC1=CNC2=CC=CC=C12 (tryptamine), C12C(C3CC(CC(C1)C3)C2)OC(=O)NC(CC2=CNC3=CC=CC=C23)(C(=O)O)C (2-adamantyloxycarbonyl-α-methyl-DL-tryptophan), O.ON1N=NC2=C1C=CC=C2 (1-hydroxybenzotriazole hydrate), C1(CCCCC1)N=C=NC1CCCCC1 (1,3-dicyclohexylcarbodiimide). The solvent is CCOC(=O)C (EtOAc). Run at time 2 hour. The product is N1C=C(C2=CC=CC=C12)CCNC(C(C)(CC1=CNC2=CC=CC=C12)NC(OC1C2CC3CC(CC1C3)C2)=O)=O (Tricyclo[3.3.1.13,7 ]dec-2-yl (±)-[2-[[2-(1H-indol-3-yl)ethyl]amino]-1-(1H-indol-3-ylmethyl)-1-methyl-2-oxoethyl]carbamate). RXN SMILES: [CH:1]12[CH2:10][CH:5]3[CH2:6][CH:7]([CH2:9][CH:3]([CH2:4]3)[CH:2]1[O:11][C:12]([NH:14][C:15]([CH3:29])([C:26](O)=[O:27])[CH2:16][C:17]1[C:25]3[C:20](=[CH:21][CH:22]=[CH:23][CH:24]=3)[NH:19][CH:18]=1)=[O:13])[CH2:8]2.O.ON1C2C=CC=CC=2N=N1.C1(N=C=NC2CCCCC2)CCCCC1.[NH2:56][CH2:57][CH2:58][C:59]1[C:67]2[C:62](=[CH:63][CH:64]=[CH:65][CH:66]=2)[NH:61][CH:60]=1>CCOC(C)=O>[NH:61]1[C:62]2[C:67](=[CH:66][CH:65]=[CH:64][CH:63]=2)[C:59]([CH2:58][CH2:57][NH:56][C:26](=[O:27])[C:15]([NH:14][C:12](=[O:13])[O:11][CH:2]2[CH:1]3[CH2:10][CH:5]4[CH2:6][CH:7]([CH2:9][CH:3]2[CH2:4]4)[CH2:8]3)([CH2:16][C:17]2[C:25]3[C:20](=[CH:21][CH:22]=[CH:23][CH:24]=3)[NH:19][CH:18]=2)[CH3:29])=[CH:60]1 |f:1.2|. Reported procedure: A solution of 0.50 g (1.26 mmol) of 2-adamantyloxycarbonyl-α-methyl-DL-tryptophan and 0.19 g (1.41 mmol) of 1-hydroxybenzotriazole hydrate in 20 mL of anhydrous EtOAc (under a N2 atmosphere) was treated in one portion with 0.34 g (1.65 mmol) of 1,3-dicyclohexylcarbodiimide. The mixture was stirred at room temperature for 2 hours, treated with 0.26 g (1.62 mmol) of tryptamine, and stirred for an additional 18 hours. The precipitated solid was filtered, washed with a small amount of fresh EtOAc, a... Reactants: N(=[N+]=[N-])C[C@@H]1[C@H](C[C@@H](O1)N1C(=O)NC(=O)C(=C1)CCC)O (5'-azido-2',5'-dideoxy-5-n-propyluridine). The reagents and catalysts are [Pd] (palladium-on-charcoal). Solvent: C(C)O (ethanol). Yields the product NC[C@@H]1[C@H](C[C@@H](O1)N1C(=O)NC(=O)C(=C1)CCC)O (5'-amino-2',5'-dideoxy-5-n-propyluridine). As a reaction SMILES: [N:1]([CH2:4][C@H:5]1[O:9][C@@H:8]([N:10]2[CH:17]=[C:16]([CH2:18][CH2:19][CH3:20])[C:14](=[O:15])[NH:13][C:11]2=[O:12])[CH2:7][C@@H:6]1[OH:21])=[N+]=[N-]>C(O)C.[Pd]>[NH2:1][CH2:4][C@H:5]1[O:9][C@@H:8]([N:10]2[CH:17]=[C:16]([CH2:18][CH2:19][CH3:20])[C:14](=[O:15])[NH:13][C:11]2=[O:12])[CH2:7][C@@H:6]1[OH:21]. Procedure details: 0.38 g of 5'-azido-2',5'-dideoxy-5-n-propyluridine was dissolved in 100 ml of ethanol and the solution was hydrogenated in the presence of 0.1 g of 10% palladium-on-charcoal catalyst for 2 hours at room temperature and under atmospheric pressure. The catalyst was removed by filtration and the filtrate was evaporated to give 5'-amino-2',5'-dideoxy-5-n-propyluridine in the form of a solid which was used without further purification. The reactants are ( g ), OCC1=CC=C(C=C1)C1C(CN(CC1)C(=O)OC(C)(C)C)OCC1=CC2=CC=CC=C2C=C1 (tert-butyl (3RS,4RS)-4-(4-hydroxymethyl-phenyl)-3-(naphthalen-2-ylmethoxy)-piperidine-1-carboxylate), C[Si](CCOCOC1=CC=C(C(=O)O)C=C1)(C)C (4-(2-trimethylsilanyl-ethox-ymethoxy)-benzoic acid), Cl.C(C)N=C=NCCCN(C)C (N-ethyl-N'-(3-dimethylaminopropyl)-carbodiimide hydrochloride). The product is C1=C(C=CC2=CC=CC=C12)COC1CN(CCC1C1=CC=C(C=C1)COC(C1=CC=C(C=C1)OCOCC[Si](C)(C)C)=O)C(=O)OC(C)(C)C (tert-butyl (3RS,4RS)-3-(naphthalen-2-ylmethoxy)-4-{4-[4-(2-trimethylsilanyl-ethoxy-methoxy)-benzoyloxymethyl]-phenyl}-piperidine-1-carboxylate). RXN SMILES: [OH:1][CH2:2][C:3]1[CH:8]=[CH:7][C:6]([CH:9]2[CH2:14][CH2:13][N:12]([C:15]([O:17][C:18]([CH3:21])([CH3:20])[CH3:19])=[O:16])[CH2:11][CH:10]2[O:22][CH2:23][C:24]2[CH:33]=[CH:32][C:31]3[C:26](=[CH:27][CH:28]=[CH:29][CH:30]=3)[CH:25]=2)=[CH:5][CH:4]=1.[CH3:34][Si:35]([CH3:51])([CH3:50])[CH2:36][CH2:37][O:38][CH2:39][O:40][C:41]1[CH:49]=[CH:48][C:44]([C:45](O)=[O:46])=[CH:43][CH:42]=1.Cl.C(N=C=NCCCN(C)C)C>>[CH:25]1[C:26]2[C:31](=[CH:30][CH:29]=[CH:28][CH:27]=2)[CH:32]=[CH:33][C:24]=1[CH2:23][O:22][CH:10]1[CH:9]([C:6]2[CH:7]=[CH:8][C:3]([CH2:2][O:1][C:45](=[O:46])[C:44]3[CH:48]=[CH:49][C:41]([O:40][CH2:39][O:38][CH2:37][CH2:36][Si:35]([CH3:50])([CH3:34])[CH3:51])=[CH:42][CH:43]=3)=[CH:4][CH:5]=2)[CH2:14][CH2:13][N:12]([C:15]([O:17][C:18]([CH3:21])([CH3:19])[CH3:20])=[O:16])[CH2:11]1 |f:2.3|. Procedure details: In an analogous manner to that described under (g) by condensing tert-butyl (3RS,4RS)-4-(4-hydroxymethyl-phenyl)-3-(naphthalen-2-ylmethoxy)-piperidine-1-carboxylate and 4-(2-trimethylsilanyl-ethox-ymethoxy)-benzoic acid using N-ethyl-N'-(3-dimethylaminopropyl)-carbodiimide hydrochloride (EDC) as the condensation agent there was obtained tert-butyl (3RS,4RS)-3-(naphthalen-2-ylmethoxy)-4-{4-[4-(2-trimethylsilanyl-ethoxy-methoxy)-benzoyloxymethyl]-phenyl}-piperidine-1-carboxylate; MS: 715 (M+NH4)+. Reactants: CC(C)(C)OC(=O)Nc1cc(N2CCOCC2)c(C(F)(F)F)cc1NC(=O)CC(=O)c1ccnc(C#N)c1, ClCCl, O=C(O)C(F)(F)F. Product: N#Cc1cc(C2=Nc3cc(N4CCOCC4)c(C(F)(F)F)cc3NC(=O)C2)ccn1. As a reaction SMILES: [C:1]([O:2][C:3](=[O:4])[NH:7][c:8]1[c:9]([NH:24][C:25]([CH2:26][C:27](=[O:5])[c:29]2[cH:30][c:31]([C:35]#[N:36])[n:32][cH:33][cH:34]2)=[O:37])[cH:10][c:11]([C:20]([F:21])([F:22])[F:23])[c:12]([N:14]2[CH2:15][CH2:16][O:17][CH2:18][CH2:19]2)[cH:13]1)([CH3:6])([CH3:28])[CH3:38].[Cl:46][CH2:47][Cl:48].[F:39][C:40]([F:41])([F:42])[C:43]([OH:44])=[O:45]>>[N:7]1=[C:27]([c:29]2[cH:30][c:31]([C:35]#[N:36])[n:32][cH:33][cH:34]2)[CH2:26][C:25](=[O:37])[NH:24][c:9]2[c:8]1[cH:13][c:12]([N:14]1[CH2:15][CH2:16][O:17][CH2:18][CH2:19]1)[c:11]([C:20]([F:21])([F:22])[F:23])[cH:10]2. Starting materials: ClC1=C(NC(C(Cl)Cl)=O)C=C(C=C1)C(F)(F)F (2'-chloro-5'-trifluoromethyldichloroacetanilide), C(C=C)Br (allyl bromide), C([O-])([O-])=O.[K+].[K+] (potassium carbonate), N#N (N2). The solvent is CC(=O)C (acetone). Yields the product C(C=C)N(C1=C(C=CC(=C1)C(F)(F)F)Cl)C(C(Cl)Cl)=O (N-allyl-2'-chloro-5'-trifluoromethyldichloroacetanilide). The yield is 83.4%. RXN SMILES: [Cl:1][C:2]1[CH:13]=[CH:12][C:11]([C:14]([F:17])([F:16])[F:15])=[CH:10][C:3]=1[NH:4][C:5](=[O:9])[CH:6]([Cl:8])[Cl:7].C(=O)([O-])[O-].[K+].[K+].N#N.[CH2:26](Br)[CH:27]=[CH2:28]>CC(C)=O>[CH2:28]([N:4]([C:5](=[O:9])[CH:6]([Cl:8])[Cl:7])[C:3]1[CH:10]=[C:11]([C:14]([F:16])([F:15])[F:17])[CH:12]=[CH:13][C:2]=1[Cl:1])[CH:27]=[CH2:26] |f:1.2.3|. Procedure: The intermediate N-[2'-chloro-5'-trifluoromethylphenyl]-3-chloro-4-chloromethyl-2-pyrrolidinone is prepared as follows: 50 g of 2-chloro-5-trifluoromethylaniline is combined with 34.8 g of triethylamine (TEA) and 200 ml of CH2Cl2. 48.6 g of dichloroacetyl chloride (DCAC) added dropwise while the mixture was kept at about 10° C. The mixture was stirred overnight forming a precipitate. The mixture was brought up to 1800 ml with CH2Cl2 and was washed 3 times (×) with 300 ml water, 3×300 ml 1.0N HCL...